Task: describe an organic reaction: reactants, conditions, products, and yield. Dataset: the Open Reaction Database (ORD), a public repository of structured organic reaction records Reactants: COC1=CC=C(CC=2OC3=C(C2C)C(C(=CC3=O)CCC)=O)C=C1 (2-(4-methoxybenzyl)-3-methyl-5-propyl-4,7-benzofurandione), [NH4+].[Cl-] (NH4Cl), [N-]=[N+]=[N-].[Na+] (NaN3). The solvent is CO (MeOH). Product: NC=1C(C2=C(C(=C(O2)CC2=CC=C(C=C2)OC)C)C(C1CCC)=O)=O (6-Amino-2-(4-methoxybenzyl)-3-methyl-5-propyl-4,7-benzofurandione). RXN SMILES: [CH3:1][O:2][C:3]1[CH:24]=[CH:23][C:6]([CH2:7][C:8]2[O:9][C:10]3[C:17](=[O:18])[CH:16]=[C:15]([CH2:19][CH2:20][CH3:21])[C:14](=[O:22])[C:11]=3[C:12]=2[CH3:13])=[CH:5][CH:4]=1.[NH4+].[Cl-].[N-:27]=[N+]=[N-].[Na+]>CO>[NH2:27][C:16]1[C:17](=[O:18])[C:10]2[O:9][C:8]([CH2:7][C:6]3[CH:5]=[CH:4][C:3]([O:2][CH3:1])=[CH:24][CH:23]=3)=[C:12]([CH3:13])[C:11]=2[C:14](=[O:22])[C:15]=1[CH2:19][CH2:20][CH3:21] |f:1.2,3.4|. Reported procedure: To a solution of 2-(4-methoxybenzyl)-3-methyl-5-propyl-4,7-benzofurandione (from Example 28) (295 mg, 0.91 mmol) in MeOH (3 mL) were added NH4Cl (109 mg) and NaN3 (130 mg). The mixture was heated to reflux for 4 hours and the solvent was then removed in vacuo. Water was added and the product was extracted into CH2Cl2 and chromatographed on silica gel (15% EtOAc/hexane) to give the title compound. Reactants: FC=1C=C(C#N)C=CC1OC (3-Fluoro-4-methoxybenzonitrile), C([O-])([O-])=O.[Na+].[Na+] (sodium carbonate). Solvent: O (water), S(O)(O)(=O)=O (sulphuric acid). Product: FC=1C=C(C(=O)O)C=CC1OC (3-fluoro-4-methoxybenzoic acid). Isolated yield 90.0%. Reaction SMILES: [F:1][C:2]1[CH:3]=[C:4]([CH:7]=[CH:8][C:9]=1[O:10][CH3:11])C#N.[C:12](=[O:15])([O-])[O-:13].[Na+].[Na+]>O.S(=O)(=O)(O)O>[F:1][C:2]1[CH:3]=[C:4]([CH:7]=[CH:8][C:9]=1[O:10][CH3:11])[C:12]([OH:13])=[O:15] |f:1.2.3|. Reported procedure: 3-Fluoro-4-methoxybenzonitrile (2.0 g, 13.2 mmol) in water (5 mL) and concentrated sulphuric acid (5 mL) was heated at 110° C. for 4 hours. The solution was then cooled to room temperature and neutralized with solid sodium carbonate. Acidification with glacial acetic acid leads to a white precipitate, which was collected by filtration and dissolved in dichloromethane. The resulting solution was dried over sodium sulfate, filtered, and concentrated to give the product as a beige-colored solid (2.... Starting materials: CN(C(=O)OC(C)(C)C)C(C)(C)CC=CC(=O)O, CCN(C(C)C)C(C)C, CCN=C=NCCCN(C)C, CNC(Cc1ccc2ccccc2c1)C(=O)N(C)CCc1cccs1, CN(C)C=O, CCOC(C)=O, ClCCl, Cl, On1nnc2cccnc21. The product is CN(CCc1cccs1)C(=O)C(Cc1ccc2ccccc2c1)N(C)C(=O)C=CCC(C)(C)N(C)C(=O)OC(C)(C)C. RXN SMILES: [C:1]([CH3:2])([CH3:3])([CH3:4])[O:5][C:6](=[O:7])[N:8]([CH3:9])[C:10]([CH2:11][CH:12]=[CH:13][C:14](=[O:15])[OH:16])([CH3:17])[CH3:18].[CH2:66]([N:67]([CH:68]([CH3:69])[CH3:70])[CH:71]([CH3:72])[CH3:73])[CH3:74].[CH3:30][N:31]([CH3:32])[CH2:33][CH2:34][CH2:35][N:36]=[C:37]=[N:38][CH2:39][CH3:40].[CH3:41][N:42]([C:43]([CH:44]([CH2:45][c:46]1[cH:47][c:48]2[cH:49][cH:50][cH:51][cH:52][c:53]2[cH:54][cH:55]1)[NH:56][CH3:57])=[O:58])[CH2:59][CH2:60][c:61]1[s:62][cH:63][cH:64][cH:65]1.[CH3:78][N:79]([CH3:80])[CH:81]=[O:82].[CH3:83][CH2:84][O:85][C:86](=[O:87])[CH3:88].[Cl:75][CH2:76][Cl:77].[ClH:29].[OH:19][n:20]1[c:21]2[n:22][cH:23][cH:24][cH:25][c:26]2[n:27][n:28]1>>[C:1]([CH3:2])([CH3:3])([CH3:4])[O:5][C:6](=[O:7])[N:8]([CH3:9])[C:10]([CH2:11][CH:12]=[CH:13][C:14](=[O:16])[N:56]([CH:44]([C:43]([N:42]([CH3:41])[CH2:59][CH2:60][c:61]1[s:62][cH:63][cH:64][cH:65]1)=[O:58])[CH2:45][c:46]1[cH:47][c:48]2[cH:49][cH:50][cH:51][cH:52][c:53]2[cH:54][cH:55]1)[CH3:57])([CH3:17])[CH3:18]. Reactants: CC1=NOC(=C1CN1N=CC(=C1)N1C(N(N(C1=O)C(=O)OCC)C)=O)C (Ethyl 4-(1-((3,5-dimethylisoxazol-4-yl)methyl)-1H-pyrazol-4-yl)-2-methyl-3,5-dioxo-1,2,4-triazolidine-1-carboxylate), CN(C)C=O.C(C)#N (DMF Acetonitrile), Cl (HCl). Solvent: CO (MeOH). Yields the product CC1=NOC(=C1CN1N=CC(=C1)N1C(NN(C1=O)C)=O)C (4-(1-((3,5-dimethylisoxazol-4-yl)methyl)-1H-pyrazol-4-yl)-1-methyl-1,2,4-triazolidine-3,5-dione). The yield is 90.0%. As a reaction SMILES: [CH3:1][C:2]1[C:6]([CH2:7][N:8]2[CH:12]=[C:11]([N:13]3[C:17](=[O:18])[N:16](C(OCC)=O)[N:15]([CH3:24])[C:14]3=[O:25])[CH:10]=[N:9]2)=[C:5]([CH3:26])[O:4][N:3]=1.CN(C=O)C.C(#N)C.Cl>CO>[CH3:1][C:2]1[C:6]([CH2:7][N:8]2[CH:12]=[C:11]([N:13]3[C:14](=[O:25])[N:15]([CH3:24])[NH:16][C:17]3=[O:18])[CH:10]=[N:9]2)=[C:5]([CH3:26])[O:4][N:3]=1 |f:1.2|. Reported procedure: Ethyl 4-(1-((3,5-dimethylisoxazol-4-yl)methyl)-1H-pyrazol-4-yl)-2-methyl-3,5-dioxo-1,2,4-triazolidine-1-carboxylate (3.2 g, 8.8 mmol) was stirred in a (1/1) mixture of MeOH/1N aqueous NaOH (100 mL) at ambient temperature for 30 minutes. The mixture was acidified with aqueous 1N HCl (150 mL), extracted with ethyl acetate (3×, 100 mL), dried over sodium sulfate, filtered and concentrated to afford 4-(1-((3,5-dimethylisoxazol-4-yl)methyl)-1H-pyrazol-4-yl)-1-methyl-1,2,4-triazolidine-3,5-dione (2.3 ... The reactants are NC1=NC(=NS1)C(Cl)(Cl)Cl (5-amino-3-trichloromethyl-1,2,4-thiadiazole), ClC1=C(C(=O)Cl)C(=CC=C1)Cl (2,6-dichlorobenzoyl chloride). Solvent: C1=CC(=CC=C1Cl)Cl (dichlorobenzene). The product is ClC1=C(C(=O)NC2=NC(=NS2)C(Cl)(Cl)Cl)C(=CC=C1)Cl (5-(2,6-Dichlorobenzamido)-3-Trichloromethyl-1,2,4-Thiadiazole). Isolated yield 22.0%. As a reaction SMILES: [NH2:1][C:2]1[S:6][N:5]=[C:4]([C:7]([Cl:10])([Cl:9])[Cl:8])[N:3]=1.[Cl:11][C:12]1[CH:20]=[CH:19][CH:18]=[C:17]([Cl:21])[C:13]=1[C:14](Cl)=[O:15]>C1C(Cl)=CC=C(Cl)C=1>[Cl:11][C:12]1[CH:20]=[CH:19][CH:18]=[C:17]([Cl:21])[C:13]=1[C:14]([NH:1][C:2]1[S:6][N:5]=[C:4]([C:7]([Cl:10])([Cl:9])[Cl:8])[N:3]=1)=[O:15]. Procedure: A solution of 22.0 g (0.1 mole) 5-amino-3-trichloromethyl-1,2,4-thiadiazole and 20.1 g (0.1 mole) 2,6-dichlorobenzoyl chloride was refluxed for 8 hours in 200 ml dichlorobenzene. After filtration, the crude product precipitated from the filtrate upon standing. Recrystallization from toluene gave 8.6 g (22% yield) of pure product; m.p. 209° C. Reaction SMILES: [Cl:1][C:2]1[CH:3]=[C:4]2[C:9](=[CH:10][CH:11]=1)[N:8]=[C:7](OS(C(F)(F)F)(=O)=O)[C:6]([C:20]([O:22][C:23]([CH3:26])([CH3:25])[CH3:24])=[O:21])=[C:5]2[C:27]1[CH:32]=[CH:31][CH:30]=[CH:29][CH:28]=1.[CH3:33][NH:34][CH:35]([CH3:37])[CH3:36]>>[C:23]([O:22][C:20]([C:6]1[C:7]([N:34]([CH:35]([CH3:37])[CH3:36])[CH3:33])=[N:8][C:9]2[C:4]([C:5]=1[C:27]1[CH:28]=[CH:29][CH:30]=[CH:31][CH:32]=1)=[CH:3][C:2]([Cl:1])=[CH:11][CH:10]=2)=[O:21])([CH3:25])([CH3:24])[CH3:26]. Product: C(C)(C)(C)OC(=O)C=1C(=NC2=CC=C(C=C2C1C1=CC=CC=C1)Cl)N(C)C(C)C (6-Chloro-2-(isopropyl-methyl-amino)-4-phenyl-quinoline-3-carboxylic acid tert-butyl ester). Starting materials: ClC=1C=C2C(=C(C(=NC2=CC1)OS(=O)(=O)C(F)(F)F)C(=O)OC(C)(C)C)C1=CC=CC=C1 (tert-butyl 6-chloro-4-phenyl-2-(trifluoromethylsulfonyloxy)quinoline-3-carboxylate), CNC(C)C (N-methylpropan-2-amine), solid. Procedure: The title compound was prepared in analogy to example 92 step A from tert-butyl 6-chloro-4-phenyl-2-(trifluoromethylsulfonyloxy)quinoline-3-carboxylate (prepared in analogy to example 91 step A to C, 100 mg, 0.21 mmol) and N-methylpropan-2-amine (0.213 ml, 2.05 mmol). Pale yellow solid (75 mg, 89%). MS (ESI): 411 (M+H)+.